Dataset: the Open Reaction Database (ORD), a public repository of structured organic reaction records. Task: describe an organic reaction: reactants, conditions, products, and yield Starting materials: Cc1cccc(C)c1-n1cc(C#N)c(=O)[nH]c1=O, ClCCl, ClC(Cl)Cl, [Na+], [OH-], O, ClSCl. Yields the product Cc1cccc(C)c1-n1cc(C#N)c(=O)n(SC(Cl)(Cl)Cl)c1=O. As a reaction SMILES: [C:3](#[N:4])[c:5]1[c:6](=[O:20])[nH:7][c:8](=[O:19])[n:9](-[c:11]2[c:12]([CH3:18])[cH:13][cH:14][cH:15][c:16]2[CH3:17])[cH:10]1.[Cl:21][CH2:22][Cl:23].[Cl:27][CH:28]([Cl:29])[Cl:30].[Na+:2].[OH-:1].[OH2:31].[S:24]([Cl:25])[Cl:26]>>[C:3](#[N:4])[c:5]1[c:6](=[O:20])[n:7]([S:24][C:28]([Cl:27])([Cl:29])[Cl:30])[c:8](=[O:19])[n:9](-[c:11]2[c:12]([CH3:18])[cH:13][cH:14][cH:15][c:16]2[CH3:17])[cH:10]1. The reactants are C1(CC1)C=1C(=CC(=C(C(=O)OC)C1)OCC)OS(=O)(=O)C(F)(F)F (methyl 5-cyclopropyl-2-ethoxy-4-(((trifluoromethyl)sulfonyl)oxy)benzoate), FC=1C=C(C=CC1)B(O)O ((3-fluorophenyl)boronic acid), C1(CCCCC1)P(C1=C(C=CC=C1)C1=C(C=CC=C1OC)OC)C1CCCCC1 (dicyclohexyl(2′,6′-dimethoxybiphenyl-2-yl)phosphine), C([O-])([O-])=O.[Na+].[Na+] (sodium carbonate). The reagents and catalysts are C=1C=CC(=CC1)/C=C/C(=O)/C=C/C2=CC=CC=C2.C=1C=CC(=CC1)/C=C/C(=O)/C=C/C2=CC=CC=C2.C=1C=CC(=CC1)/C=C/C(=O)/C=C/C2=CC=CC=C2.[Pd].[Pd] (tris(dibenzylideneacetone)dipalladium(0)). The solvent is O (Water), C1(=CC=CC=C1)C (toluene). Reaction conditions: time 30 minute. Product: C1(CC1)C1=C(C=C(C(=C1)CO)OCC)C1=CC(=CC=C1)F ((2-Cyclopropyl-5-ethoxy-3′-fluorobiphenyl-4-yl)methanol). The yield is 92.6%. Reaction SMILES: [CH:1]1([C:4]2[C:5](OS(C(F)(F)F)(=O)=O)=[CH:6][C:7]([O:14][CH2:15][CH3:16])=[C:8]([CH:13]=2)[C:9]([O:11]C)=O)[CH2:3][CH2:2]1.[F:25][C:26]1[CH:27]=[C:28](B(O)O)[CH:29]=[CH:30][CH:31]=1.C1(P(C2CCCCC2)C2C=CC=CC=2C2C(OC)=CC=CC=2OC)CCCCC1.C(=O)([O-])[O-].[Na+].[Na+]>C1C=CC(/C=C/C(/C=C/C2C=CC=CC=2)=O)=CC=1.C1C=CC(/C=C/C(/C=C/C2C=CC=CC=2)=O)=CC=1.C1C=CC(/C=C/C(/C=C/C2C=CC=CC=2)=O)=CC=1.[Pd].[Pd].O.C1(C)C=CC=CC=1>[CH:1]1([C:4]2[CH:13]=[C:8]([CH2:9][OH:11])[C:7]([O:14][CH2:15][CH3:16])=[CH:6][C:5]=2[C:30]2[CH:29]=[CH:28][CH:27]=[C:26]([F:25])[CH:31]=2)[CH2:2][CH2:3]1 |f:3.4.5,6.7.8.9.10|. Reported procedure: A mixture of methyl 5-cyclopropyl-2-ethoxy-4-(((trifluoromethyl)sulfonyl)oxy)benzoate (2.50 g), (3-fluorophenyl)boronic acid (1.90 g), dicyclohexyl(2′,6′-dimethoxybiphenyl-2-yl)phosphine (0.418 g), a 2 M aqueous sodium carbonate solution (10.2 mL), tris(dibenzylideneacetone)dipalladium(0) (435 mg), and toluene (20 mL) was stirred overnight at 100° C. in an argon atmosphere. Water was added to the reaction mixture, and then, the mixture was filtered through celite, followed by extraction with eth... Reactants: COc1cc2cc(Nc3cc(C)[nH]n3)nc(Cl)c2cc1OC, OB(O)c1ccc(F)cc1F. The product is COc1cc2cc(Nc3cc(C)[nH]n3)nc(-c3ccc(F)cc3F)c2cc1OC. RXN SMILES: [Cl:1][c:2]1[n:3][c:4]([NH:16][c:17]2[n:18][nH:19][c:20]([CH3:22])[cH:21]2)[cH:5][c:6]2[cH:7][c:8]([O:14][CH3:15])[c:9]([O:12][CH3:13])[cH:10][c:11]12.[F:23][c:24]1[c:25]([B:31]([OH:32])[OH:33])[cH:26][cH:27][c:28]([F:30])[cH:29]1>>[c:2]1(-[c:25]2[c:24]([F:23])[cH:29][c:28]([F:30])[cH:27][cH:26]2)[n:3][c:4]([NH:16][c:17]2[n:18][nH:19][c:20]([CH3:22])[cH:21]2)[cH:5][c:6]2[cH:7][c:8]([O:14][CH3:15])[c:9]([O:12][CH3:13])[cH:10][c:11]12. Reactants: C(C)(C)OC(CCCCCOC=1C(=CC2=C(N(C(=N2)C2=CC=CC=C2)C2=CC=CC=C2)C1)N)=O (6-[(5-Amino-1,2-diphenyl-1H-benzimidazol-6-yl)oxy]hexanoic acid isopropyl ester), C(CC)S(=O)(=O)Cl (propanesulfonic acid chloride). Product: C(C)(C)OC(CCCCCOC=1C(=CC2=C(N(C(=N2)C2=CC=CC=C2)C2=CC=CC=C2)C1)NS(=O)(=O)CCC)=O (6-[[1,2-Diphenyl-5-[(propylsulfonyl)amino]-1H-benzimidazol-6-yl]oxy]hexanoic acid isopropyl ester). RXN SMILES: [CH:1]([O:4][C:5](=[O:34])[CH2:6][CH2:7][CH2:8][CH2:9][CH2:10][O:11][C:12]1[C:13]([NH2:33])=[CH:14][C:15]2[N:19]=[C:18]([C:20]3[CH:25]=[CH:24][CH:23]=[CH:22][CH:21]=3)[N:17]([C:26]3[CH:31]=[CH:30][CH:29]=[CH:28][CH:27]=3)[C:16]=2[CH:32]=1)([CH3:3])[CH3:2].[CH2:35]([S:38](Cl)(=[O:40])=[O:39])[CH2:36][CH3:37]>>[CH:1]([O:4][C:5](=[O:34])[CH2:6][CH2:7][CH2:8][CH2:9][CH2:10][O:11][C:12]1[C:13]([NH:33][S:38]([CH2:35][CH2:36][CH3:37])(=[O:40])=[O:39])=[CH:14][C:15]2[N:19]=[C:18]([C:20]3[CH:21]=[CH:22][CH:23]=[CH:24][CH:25]=3)[N:17]([C:26]3[CH:27]=[CH:28][CH:29]=[CH:30][CH:31]=3)[C:16]=2[CH:32]=1)([CH3:3])[CH3:2]. Reported procedure: 6-[(5-Amino-1,2-diphenyl-1H-benzimidazol-6-yl)oxy]hexanoic acid isopropyl ester was reacted according to general operating instructions 13 with propanesulfonic acid chloride. The reactants are ClC(=O)OC1=CC=CC=C1 (phenyl chloroformate), ClC1=CC(=C(N)C(=C1)C)C (4-chloro-2,6-dimethylaniline), CN(C1=CC=CC=C1)C (N,N-dimethylaniline). Run in C1(=CC=CC=C1)C (toluene), C1(=CC=CC=C1)C (toluene), O (water). Conditions: time 2 hour. Yields the product C1(=CC=CC=C1)OC(NC1=C(C=C(C=C1C)Cl)C)=O (phenyl-N-(4-chloro-2,6-dimethylphenyl)carbamate). RXN SMILES: Cl[C:2]([O:4][C:5]1[CH:10]=[CH:9][CH:8]=[CH:7][CH:6]=1)=[O:3].[Cl:11][C:12]1[CH:18]=[C:17]([CH3:19])[C:15]([NH2:16])=[C:14]([CH3:20])[CH:13]=1.CN(C)C1C=CC=CC=1>C1(C)C=CC=CC=1.O>[C:5]1([O:4][C:2](=[O:3])[NH:16][C:15]2[C:17]([CH3:19])=[CH:18][C:12]([Cl:11])=[CH:13][C:14]=2[CH3:20])[CH:10]=[CH:9][CH:8]=[CH:7][CH:6]=1. Procedure: A solution of 2.56 g of phenyl chloroformate in 20 ml of toluene was added to a cold solution of 2.47 g of 4-chloro-2,6-dimethylaniline and 2.4 ml of N,N-dimethylaniline in 80 ml of toluene. The resulting mixture was stirred at room temperature for 11/2 hours and then diluted with water The organic layer was washed with 3N hydrochloric acid, brine, dried, and evaporated. The residual solid was crystallized from ethylacetate:hexane to yield phenyl-N-(4-chloro-2,6-dimethylphenyl)carbamate, mp 158°... Starting materials: C(C1=CC=CC=C1)O (benzyl alcohol), C(=C)OCC(C)C (isobutyl vinyl ether), C([O-])([O-])=O.[Na+].[Na+] (sodium carbonate). The reagents and catalysts are Cl (hydrochloric acid). Conditions: temperature 40 celsius. The product is C(C1=CC=CC=C1)OC(C)OCC(C)C (1-Benzyloxy-1-isobutoxy Ethane). Reaction SMILES: [CH2:1]([OH:8])[C:2]1[CH:7]=[CH:6][CH:5]=[CH:4][CH:3]=1.[CH:9]([O:11][CH2:12][CH:13]([CH3:15])[CH3:14])=[CH2:10].C(=O)([O-])[O-].[Na+].[Na+]>Cl>[CH2:1]([O:8][CH:9]([O:11][CH2:12][CH:13]([CH3:15])[CH3:14])[CH3:10])[C:2]1[CH:7]=[CH:6][CH:5]=[CH:4][CH:3]=1 |f:2.3.4|. Procedure: A 250 ml. round-bottom flask equipped with a magnetic stirrer, condensor, mantle, and addition funnel was charged with 52.5 g. of benzyl alcohol and 4 drops of 36% hydrochloric acid. The mixture was heated to 40° C. and 50 g. of isobutyl vinyl ether was added dropwise, over a one-half hour period. GLC analysis showed the reaction to be complete at this point. Saturated sodium carbonate solution was added to quench (10 ml.) and the organic phase was dried over sodium sulfate prior to distillation... Reactants: ICCC (1-iodopropane), FC1=CC2=C(NC(=N2)CC2N(CCCC2)C(=O)C=2N=C(SC2C2=CC=C(C=C2)F)C)C=C1F ((RS)-1-[2-(5,6-Difluoro-1H-benzoimidazol-2-ylmethyl)-piperidin-1-yl]-1-[5-(4-fluoro-phenyl)-2-methyl-thiazol-4-yl]-methanone), ice, [H-].[Na+] (sodium hydride). The solvent is CN(C)C=O (DMF). Run at time 0.5 hour. Product: FC1=CC2=C(N(C(=N2)CC2N(CCCC2)C(=O)C=2N=C(SC2C2=CC=C(C=C2)F)C)CCC)C=C1F ((RS)-1-[2-(5,6-Difluoro-1-propyl-1H-benzoimidazol-2-ylmethyl)-piperidin-1-yl]-1-[5-(4-fluoro-phenyl)-2-methyl-thiazol-4-yl]-methanone). Reaction SMILES: [F:1][C:2]1[C:32]([F:33])=[CH:31][C:5]2[NH:6][C:7]([CH2:9][CH:10]3[CH2:15][CH2:14][CH2:13][CH2:12][N:11]3[C:16]([C:18]3[N:19]=[C:20]([CH3:30])[S:21][C:22]=3[C:23]3[CH:28]=[CH:27][C:26]([F:29])=[CH:25][CH:24]=3)=[O:17])=[N:8][C:4]=2[CH:3]=1.[H-].[Na+].I[CH2:37][CH2:38][CH3:39]>CN(C=O)C>[F:1][C:2]1[C:32]([F:33])=[CH:31][C:5]2[N:6]([CH2:37][CH2:38][CH3:39])[C:7]([CH2:9][CH:10]3[CH2:15][CH2:14][CH2:13][CH2:12][N:11]3[C:16]([C:18]3[N:19]=[C:20]([CH3:30])[S:21][C:22]=3[C:23]3[CH:28]=[CH:27][C:26]([F:29])=[CH:25][CH:24]=3)=[O:17])=[N:8][C:4]=2[CH:3]=1 |f:1.2|. Procedure: (RS)-1-[2-(5,6-Difluoro-1H-benzoimidazol-2-ylmethyl)-piperidin-1-yl]-1-[5-(4-fluoro-phenyl)-2-methyl-thiazol-4-yl]-methanone, E35 (150 mg, 0.32 mmol) was added slowly to an ice-cooled slurry of sodium hydride (26 mg, 0.64 mmol, 60% dispersion in mineral oil) in DMF (10 ml). After stirring for a further 0.5 h, 1-iodopropane (60 mg, 0.35 mmol) was added. The mixture was stirred at room temperature for 16 h then partitioned between water and ethyl acetate. The organic phase was washed with water, b... The reactants are C([O-])([O-])=O.[Cs+].[Cs+] (cesium carbonate), [Cl-].FC=1C=C(COC[C@H]2[C@H](C2)C2CC[NH2+]CC2)C=CC1N1N=NN=C1 (4-((1R,2R)-2-((3-fluoro-4-(1H-tetrazol-1-yl)benzyloxy)methyl)cyclopropyl)piperidinium chloride), ClC1=NC=C(C=N1)COC (2-chloro-5-methoxymethylpyrimidine), ClC1=NC=C(C=N1)COC (2-chloro-5-methoxymethylpyrimidine). Solvent: CN(C)C=O (DMF), CCOC(=O)C (EtOAc), O (water). Reaction conditions: temperature 55 celsius. Yields the product FC=1C=C(COC[C@H]2[C@H](C2)C2CCN(CC2)C2=NC=C(C=N2)COC)C=CC1N1N=NN=C1 (2-(4-((1R,2R)-2-((3-fluoro-4-(1H-tetrazol-1-yl)benzyloxy)methyl)cyclopropyl)piperidin-1-yl)-5-(methoxymethyl)pyrimidine). The yield is 57.8%. Reaction SMILES: [Cl-].[F:2][C:3]1[CH:4]=[C:5]([CH:18]=[CH:19][C:20]=1[N:21]1[CH:25]=[N:24][N:23]=[N:22]1)[CH2:6][O:7][CH2:8][C@@H:9]1[CH2:11][C@@H:10]1[CH:12]1[CH2:17][CH2:16][NH2+:15][CH2:14][CH2:13]1.Cl[C:27]1[N:32]=[CH:31][C:30]([CH2:33][O:34][CH3:35])=[CH:29][N:28]=1.C(=O)([O-])[O-].[Cs+].[Cs+]>CN(C=O)C.CCOC(C)=O.O>[F:2][C:3]1[CH:4]=[C:5]([CH:18]=[CH:19][C:20]=1[N:21]1[CH:25]=[N:24][N:23]=[N:22]1)[CH2:6][O:7][CH2:8][C@@H:9]1[CH2:11][C@@H:10]1[CH:12]1[CH2:17][CH2:16][N:15]([C:27]2[N:32]=[CH:31][C:30]([CH2:33][O:34][CH3:35])=[CH:29][N:28]=2)[CH2:14][CH2:13]1 |f:0.1,3.4.5|. Procedure: 4-((1R,2R)-2-((3-fluoro-4-(1H-tetrazol-1-yl)benzyloxy)methyl)cyclopropyl)piperidinium chloride (Step D product, 45 mg, 0.122 mmol) and 2-chloro-5-(methoxymethyl)pyrimidine (Intermediate 18, 22 mg, 0.136 mmol) were dissolved in DMF (600 uL), to which was added cesium carbonate (100 mg, 0.306 mmol). The reaction was heated at 55° C. overnight. The reaction mixture was cooled to rt and diluted with EtOAc (5 mL) and water (5 mL). The layers were cut and the aqueous phase extracted with EtOAc (5 mL×2... Procedure: General procedure D was followed using 1-(3,5-dibromopyridin-4-yl)piperidine-4-carboxamide E27 (50 mg, 0.14 mmol), 4-methoxyphenylboronic acid (25 mg, 0.15 mmol), tetrakis(triphenylphosphine)palladium(0) (8 mg, 5 mol %), acetonitrile (1.4 mL) and 0.5 M sodium carbonate (0.27 mL, 0.16 mmol) for 30 min. The crude product was purified by flash column chromatography on silica gel (CH2Cl2, MeOH, 98:2) to furnish the title compound as a white solid (39 mg), LC-MS (ESI, 3.5 min) Rt 1.68 min, m/z 418 (1... The solvent is C(C)#N (acetonitrile). As a reaction SMILES: Br[C:2]1[CH:3]=[N:4][CH:5]=[C:6](Br)[C:7]=1[N:8]1[CH2:13][CH2:12][CH:11]([C:14]([NH2:16])=[O:15])[CH2:10][CH2:9]1.[CH3:18][O:19][C:20]1[CH:25]=[CH:24][C:23](B(O)O)=[CH:22][CH:21]=1.[C:29](=[O:32])([O-])[O-].[Na+].[Na+]>C1C=CC([P]([Pd]([P](C2C=CC=CC=2)(C2C=CC=CC=2)C2C=CC=CC=2)([P](C2C=CC=CC=2)(C2C=CC=CC=2)C2C=CC=CC=2)[P](C2C=CC=CC=2)(C2C=CC=CC=2)C2C=CC=CC=2)(C2C=CC=CC=2)C2C=CC=CC=2)=CC=1.C(#N)C>[CH3:18][O:19][C:20]1[CH:25]=[CH:24][C:23]([C:2]2[CH:3]=[N:4][CH:5]=[C:6]([C:20]3[CH:25]=[CH:24][C:23]([O:32][CH3:29])=[CH:22][CH:21]=3)[C:7]=2[N:8]2[CH2:13][CH2:12][CH:11]([C:14]([NH2:16])=[O:15])[CH2:10][CH2:9]2)=[CH:22][CH:21]=1 |f:2.3.4,^1:38,40,59,78|. Reagents/catalysts: C=1C=CC(=CC1)[P](C=2C=CC=CC2)(C=3C=CC=CC3)[Pd]([P](C=4C=CC=CC4)(C=5C=CC=CC5)C=6C=CC=CC6)([P](C=7C=CC=CC7)(C=8C=CC=CC8)C=9C=CC=CC9)[P](C=1C=CC=CC1)(C=1C=CC=CC1)C=1C=CC=CC1 (tetrakis(triphenylphosphine)palladium(0)). Product: COC1=CC=C(C=C1)C=1C=NC=C(C1N1CCC(CC1)C(=O)N)C1=CC=C(C=C1)OC (1-(3,5-bis(4-methoxyphenyl)pyridin-4-yl)piperidine-4-carboxamide). Reactants: BrC=1C=NC=C(C1N1CCC(CC1)C(=O)N)Br (1-(3,5-dibromopyridin-4-yl)piperidine-4-carboxamide), COC1=CC=C(C=C1)B(O)O (4-methoxyphenylboronic acid), C([O-])([O-])=O.[Na+].[Na+] (sodium carbonate).